Dataset: the Open Reaction Database (ORD), a public repository of structured organic reaction records. Task: describe an organic reaction: reactants, conditions, products, and yield Starting materials: CN1CCN(c2cc(NC(=O)OC(C)(C)C)c([N+](=O)[O-])cc2I)CC1, C#Cc1ccccc1. Product: CN1CCN(c2cc(NC(=O)OC(C)(C)C)c([N+](=O)[O-])cc2C#Cc2ccccc2)CC1. RXN SMILES: [C:1]([CH3:2])([CH3:3])([CH3:4])[O:5][C:6]([NH:7][c:8]1[c:9]([N+:22](=[O:23])[O-:24])[cH:10][c:11]([I:21])[c:12]([N:14]2[CH2:15][CH2:16][N:17]([CH3:20])[CH2:18][CH2:19]2)[cH:13]1)=[O:25].[c:26]1([C:32]#[CH:33])[cH:27][cH:28][cH:29][cH:30][cH:31]1>>[C:1]([CH3:2])([CH3:3])([CH3:4])[O:5][C:6]([NH:7][c:8]1[c:9]([N+:22](=[O:23])[O-:24])[cH:10][c:11]([C:33]#[C:32][c:26]2[cH:27][cH:28][cH:29][cH:30][cH:31]2)[c:12]([N:14]2[CH2:15][CH2:16][N:17]([CH3:20])[CH2:18][CH2:19]2)[cH:13]1)=[O:25]. Reactants: CNC, ClCCCCOc1ccc(-c2nnc(CSCCOc3ccccc3)o2)cc1, [I-], [Na+], [Na+], O=C([O-])O, CN(C)C=O. Product: CN(C)CCCCOc1ccc(-c2nnc(CSCCOc3ccccc3)o2)cc1. RXN SMILES: [CH3:29][NH:30][CH3:31].[Cl:1][CH2:2][CH2:3][CH2:4][CH2:5][O:6][c:7]1[cH:8][cH:9][c:10](-[c:13]2[o:14][c:15]([CH2:18][S:19][CH2:20][CH2:21][O:22][c:23]3[cH:24][cH:25][cH:26][cH:27][cH:28]3)[n:16][n:17]2)[cH:11][cH:12]1.[I-:32].[Na+:33].[Na+:38].[O-:34][C:35]([OH:36])=[O:37].[O:39]=[CH:40][N:41]([CH3:42])[CH3:43]>>[CH2:2]([CH2:3][CH2:4][CH2:5][O:6][c:7]1[cH:8][cH:9][c:10](-[c:13]2[o:14][c:15]([CH2:18][S:19][CH2:20][CH2:21][O:22][c:23]3[cH:24][cH:25][cH:26][cH:27][cH:28]3)[n:16][n:17]2)[cH:11][cH:12]1)[N:30]([CH3:29])[CH3:31].